Dataset: the Open Reaction Database (ORD), a public repository of structured organic reaction records. Task: describe an organic reaction: reactants, conditions, products, and yield Starting materials: C1CCOC1, [Li]C, Cn1cncc1C(O)(c1ccc(C=O)cc1)c1ccc2c(c1)c(-c1cccc(Cl)c1)cc(=O)n2C, O. Yields the product CC(O)c1ccc(C(O)(c2ccc3c(c2)c(-c2cccc(Cl)c2)cc(=O)n3C)c2cncn2C)cc1. Reaction SMILES: [CH2:39]1[O:40][CH2:41][CH2:42][CH2:43]1.[CH3:1][Li:2].[Cl:3][c:4]1[cH:5][c:6](-[c:10]2[cH:11][c:12](=[O:37])[n:13]([CH3:36])[c:14]3[cH:15][cH:16][c:17]([C:20]([c:21]4[cH:22][cH:23][c:24]([CH:25]=[O:26])[cH:27][cH:28]4)([c:29]4[cH:30][n:31][cH:32][n:33]4[CH3:34])[OH:35])[cH:18][c:19]23)[cH:7][cH:8][cH:9]1.[OH2:38]>>[CH3:1][CH:25]([c:24]1[cH:23][cH:22][c:21]([C:20]([c:17]2[cH:16][cH:15][c:14]3[n:13]([CH3:36])[c:12](=[O:37])[cH:11][c:10](-[c:6]4[cH:5][c:4]([Cl:3])[cH:9][cH:8][cH:7]4)[c:19]3[cH:18]2)([c:29]2[cH:30][n:31][cH:32][n:33]2[CH3:34])[OH:35])[cH:28][cH:27]1)[OH:26]. The reactants are OCCCCCCOC1=CC=C(C=C1)C1=CC=C(C=C1)C(=O)O (4′-(6-Hydroxyhexyloxy)-4-biphenylcarboxylic acid), C(=O)([O-])[O-].[K+].[K+] (K2CO3), [Si](C)(C)(C(C)(C)C)Cl (tert-butyldimethylsilyl chloride), N1C=NC=C1 (imidazole). Solvent: CN(C=O)C (N,N-dimethylformamide), O (water), C(C)OCC (diethyl ether), CO (methanol), O1CCCC1 (tetrahydrofuran). Run at time 8 hour. Product: [Si](C)(C)(C(C)(C)C)OCCCCCCOC1=CC=C(C=C1)C1=CC=C(C=C1)C(=O)O (4′-(6-((tert-Butyldimethylsilyl)oxy)hexyloxy)-4-biphenylcarboxylic acid). Isolated yield 99.5%. Reaction SMILES: [OH:1][CH2:2][CH2:3][CH2:4][CH2:5][CH2:6][CH2:7][O:8][C:9]1[CH:14]=[CH:13][C:12]([C:15]2[CH:20]=[CH:19][C:18]([C:21]([OH:23])=[O:22])=[CH:17][CH:16]=2)=[CH:11][CH:10]=1.[Si:24](Cl)([C:27]([CH3:30])([CH3:29])[CH3:28])([CH3:26])[CH3:25].N1C=CN=C1.C([O-])([O-])=O.[K+].[K+]>CN(C)C=O.O1CCCC1.CO.O.C(OCC)C>[Si:24]([O:1][CH2:2][CH2:3][CH2:4][CH2:5][CH2:6][CH2:7][O:8][C:9]1[CH:14]=[CH:13][C:12]([C:15]2[CH:16]=[CH:17][C:18]([C:21]([OH:23])=[O:22])=[CH:19][CH:20]=2)=[CH:11][CH:10]=1)([C:27]([CH3:30])([CH3:29])[CH3:28])([CH3:26])[CH3:25] |f:3.4.5|. Reported procedure: To a solution of 9 (12.0 g, 38.22 mmol) and tert-butyldimethylsilyl chloride (13.07 g, 86.68 mmol) in anhydrous N,N-dimethylformamide (80 mL) was quickly added imidazole (10.62 g, 155.96 mmol). After stirring under argon overnight, the reaction mixture was shaken with diethyl ether (100 mL) and water (300 mL). The ethereal layer was separated and washed with a saturated NaHCO3 solution before drying over anhydrous MgSO4. The crude product resulting from evaporation of the solvent was purified by... Starting materials: FC1=C(C=CC=2C(=C(OC21)C=2C=NN(C2)CC2=CC=C(C=C2)OC)I)OC (4-(7-fluoro-3-iodo-6-methoxy-benzofuran-2-yl)-1-(4-methoxybenzyl)-1H-pyrazole), COC=1C=C(C=C(C1OC)OC)B(O)O (3,4,5-trimethoxyphenyl boronic acid), C(=O)([O-])[O-].[K+].[K+] (K2CO3). Reagents/catalysts: Cl[Pd]([P](C1=CC=CC=C1)(C2=CC=CC=C2)C3=CC=CC=C3)([P](C4=CC=CC=C4)(C5=CC=CC=C5)C6=CC=CC=C6)Cl (Pd(PPh3)2Cl2). Solvent: C1(=CC=CC=C1)OC (anisole). Run at temperature 85 celsius, time 30 hour. The product is FC1=C(C=CC=2C(=C(OC21)C=2C=NN(C2)CC2=CC=C(C=C2)OC)C(C2=CC(=C(C(=C2)OC)OC)OC)=O)OC (4-(7-Fluoro-6-methoxy-3-(3,4,5-trimethoxybenzoyl)benzofuran-2-yl)-1-(4-methoxybenzyl)-1H-pyrazole). Yield: 50.3%. RXN SMILES: [F:1][C:2]1[C:10]2[O:9][C:8]([C:11]3[CH:12]=[N:13][N:14]([CH2:16][C:17]4[CH:22]=[CH:21][C:20]([O:23][CH3:24])=[CH:19][CH:18]=4)[CH:15]=3)=[C:7](I)[C:6]=2[CH:5]=[CH:4][C:3]=1[O:26][CH3:27].[CH3:28][O:29][C:30]1[CH:31]=[C:32](B(O)O)[CH:33]=[C:34]([O:38][CH3:39])[C:35]=1[O:36][CH3:37].[C:43]([O-])([O-])=[O:44].[K+].[K+]>C1(OC)C=CC=CC=1.Cl[Pd](Cl)([P](C1C=CC=CC=1)(C1C=CC=CC=1)C1C=CC=CC=1)[P](C1C=CC=CC=1)(C1C=CC=CC=1)C1C=CC=CC=1>[F:1][C:2]1[C:10]2[O:9][C:8]([C:11]3[CH:12]=[N:13][N:14]([CH2:16][C:17]4[CH:22]=[CH:21][C:20]([O:23][CH3:24])=[CH:19][CH:18]=4)[CH:15]=3)=[C:7]([C:43](=[O:44])[C:32]3[CH:31]=[C:30]([O:29][CH3:28])[C:35]([O:36][CH3:37])=[C:34]([O:38][CH3:39])[CH:33]=3)[C:6]=2[CH:5]=[CH:4][C:3]=1[O:26][CH3:27] |f:2.3.4,^1:59,78|. Procedure: A suspension of 4-(7-fluoro-3-iodo-6-methoxy-benzofuran-2-yl)-1-(4-methoxybenzyl)-1H-pyrazole (0.087 g, 0.182 mmol), 3,4,5-trimethoxyphenyl boronic acid (0.058 g, 0.27 mmol), dry K2CO3 (0.075 g, 0.55 mmol) and Pd(PPh3)2Cl2 (0.016 g, 0.014 mmol) in anhydrous anisole (8 ml) was placed in Parr mini bench top reactor (series 4561, 300 ml. The reactor was degassed under reduced pressure and flashed with dry N2 than flashed three times with CO by pressurizing the reactor up to 180 psi and depressurizi... Starting materials: Cc2ccc(B1OCC(C)(C)CO1)cc2 (effective_coupling_partner), COc3ccc2c1ccccc1n(C)c2c3 (substrate). Reagents/catalysts: ICy. Run at temperature 120 celsius, time 12 hour. The product is Cc4ccc(c3ccc2c1ccccc1n(C)c2c3)cc4.